Task: describe an organic reaction: reactants, conditions, products, and yield. Dataset: the Open Reaction Database (ORD), a public repository of structured organic reaction records Starting materials: O=[N+]([O-])c1cnc2cc(Cl)ccc2c1O, O=P(Cl)(Cl)Cl. Product: O=[N+]([O-])c1cnc2cc(Cl)ccc2c1Cl. Reaction SMILES: [Cl:1][c:2]1[cH:3][cH:4][c:5]2[c:6]([OH:15])[c:7]([N+:12](=[O:13])[O-:14])[cH:8][n:9][c:10]2[cH:11]1.[P:16]([Cl:17])([Cl:18])([Cl:19])=[O:20]>>[Cl:1][c:2]1[cH:3][cH:4][c:5]2[c:6]([Cl:18])[c:7]([N+:12](=[O:13])[O-:14])[cH:8][n:9][c:10]2[cH:11]1. Reactants: BrC1=CC2=C(N(C=N2)C2CC2)C(=C1)O[C@H](C)[C@@H]1CC(NC1)=O ((R)-4-((R)-1-((5-bromo-1-cyclopropyl-1H-benzo[d]imidazol-7-yl)oxy)ethyl)pyrrolidin-2-one), FC1=C(C=CC(=C1)B1OC(C(O1)(C)C)(C)C)N1CCN(CC1)C(=O)OC(C)(C)C (tert-butyl 4-(2-fluoro-4-(4,4,5,5-tetramethyl-1,3,2-dioxaborolan-2-yl)phenyl)piperazine-1-carboxylate), C1(CC1)N1C=NC2=C1C(=NC(=C2)C2=CC(=C(C=C2)N2CCN(CC2)C(=O)OC(C)(C)C)F)O[C@H](C)[C@H]2CNC(C2)=O (tert-butyl 4-(4-(3-cyclopropyl-4-((R)-1-((R)-5-oxopyrrolidin-3-yl)ethoxy)-3H-imidazo[4,5-c]pyridin-6-yl)-2-fluorophenyl)piperazine-1-carboxylate). Yields the product C1(CC1)N1C=NC2=C1C(=CC(=C2)C2=CC(=C(C=C2)N2CCN(CC2)C(=O)OC(C)(C)C)F)O[C@H](C)[C@H]2CNC(C2)=O (tert-butyl 4-(4-(1-cyclopropyl-7-((R)-1-((R)-5-oxopyrrolidin-3-yl)ethoxy)-1H-benzo[d]imidazol-5-yl)-2-fluorophenyl)piperazine-1-carboxylate). As a reaction SMILES: Br[C:2]1[CH:13]=[C:12]([O:14][C@@H:15]([C@H:17]2[CH2:21][NH:20][C:19](=[O:22])[CH2:18]2)[CH3:16])[C:5]2[N:6]([CH:9]3[CH2:11][CH2:10]3)[CH:7]=[N:8][C:4]=2[CH:3]=1.[F:23][C:24]1[CH:29]=[C:28](B2OC(C)(C)C(C)(C)O2)[CH:27]=[CH:26][C:25]=1[N:39]1[CH2:44][CH2:43][N:42]([C:45]([O:47][C:48]([CH3:51])([CH3:50])[CH3:49])=[O:46])[CH2:41][CH2:40]1.C1(N2C3C(O[C@@H]([C@@H]4CC(=O)NC4)C)=NC(C4C=CC(N5CCN(C(OC(C)(C)C)=O)CC5)=C(F)C=4)=CC=3N=C2)CC1>>[CH:9]1([N:6]2[C:5]3[C:12]([O:14][C@@H:15]([C@@H:17]4[CH2:18][C:19](=[O:22])[NH:20][CH2:21]4)[CH3:16])=[CH:13][C:2]([C:28]4[CH:27]=[CH:26][C:25]([N:39]5[CH2:44][CH2:43][N:42]([C:45]([O:47][C:48]([CH3:50])([CH3:49])[CH3:51])=[O:46])[CH2:41][CH2:40]5)=[C:24]([F:23])[CH:29]=4)=[CH:3][C:4]=3[N:8]=[CH:7]2)[CH2:11][CH2:10]1. Reported procedure: Following the procedure described for intermediate from Step-3 in Example 3.100, starting from combined (R)-4-((R)-1-((5-bromo-1-cyclopropyl-1H-benzo[d]imidazol-7-yl)oxy)ethyl)pyrrolidin-2-one (250 mg, 0.69 mmol) and tert-butyl 4-(2-fluoro-4-(4,4,5,5-tetramethyl-1,3,2-dioxaborolan-2-yl)phenyl)piperazine-1-carboxylate (348.59 mg, 0.86 mmol) (B11), 250 mg tert-butyl 4-(4-(3-cyclopropyl-4-((R)-1-((R)-5-oxopyrrolidin-3-yl)ethoxy)-3H-imidazo[4,5-c]pyridin-6-yl)-2-fluorophenyl)piperazine-1-carboxylate...